From a dataset of the Open Reaction Database (ORD), a public repository of structured organic reaction records. describe an organic reaction: reactants, conditions, products, and yield Starting materials: C[Si](C)(C)C=[N+]=[N-] (trimethylsilyldiazomethan), CC=1C=CC(=NC1C)C(=O)O (5,6-dimethyl-pyridine-2-carboxylic acid). The solvent is CCCCCC (hexane), CO (methanol), ClCCl (dichlormethane). Run at time 0.5 hour. The product is COC(=O)C1=NC(=C(C=C1)C)C (5,6-Dimethyl-pyridine-2-carboxylic acid methyl ester). Reaction SMILES: [CH3:1][Si](C=[N+]=[N-])(C)C.[CH3:8][C:9]1[CH:10]=[CH:11][C:12]([C:16]([OH:18])=[O:17])=[N:13][C:14]=1[CH3:15]>CCCCCC.CO.ClCCl>[CH3:1][O:17][C:16]([C:12]1[CH:11]=[CH:10][C:9]([CH3:8])=[C:14]([CH3:15])[N:13]=1)=[O:18]. Procedure details: 77.4 ml 2 mol/L trimethylsilyldiazomethan in hexane was added to 5,6-dimethyl-pyridine-2-carboxylic acid in 150 mL methanol and 600 mL dichlormethane at −5° C. and the reaction was stirred for 0.5 h. After warming to RT the solvent was removed and the residue was purified by chromatorgaphie on Silica (cyclohexane/ethyl acetate:7/3) to give 12.8 g of the desired product. Starting materials: ClC1=CC2=C(N(C(=N2)OC(C)C)[C@H]2[C@H](O)[C@H](O)[C@H](O2)C)C=C1Cl (5,6-Dichloro-2-(isopropoxy)-1-(5-deoxy-beta-D-ribofuranosyl)-1H-benzimidazole), C1(CC1)N (cyclopropylamine), C1(CC1)N (cyclopropylamine). Run in C1CCOC1 (THF). Conditions: time 18 day. Product: C1(CC1)NC1=NC2=C(N1[C@H]1[C@H](O)[C@H](O)[C@H](O1)C)C=C(C(=C2)Cl)Cl (2-Cyclopropylamino-5,6-dichloro-1-(5-deoxy-β-D-ribofuranosyl)-1H-benzimidazole). Yield: 82.6%. RXN SMILES: [Cl:1][C:2]1[C:22]([Cl:23])=[CH:21][C:5]2[N:6]([C@@H:13]3[O:19][C@H:18]([CH3:20])[C@@H:16]([OH:17])[C@H:14]3[OH:15])[C:7](OC(C)C)=[N:8][C:4]=2[CH:3]=1.[CH:24]1([NH2:27])[CH2:26][CH2:25]1>C1COCC1>[CH:24]1([NH:27][C:7]2[N:6]([C@@H:13]3[O:19][C@H:18]([CH3:20])[C@@H:16]([OH:17])[C@H:14]3[OH:15])[C:5]3[CH:21]=[C:22]([Cl:23])[C:2]([Cl:1])=[CH:3][C:4]=3[N:8]=2)[CH2:26][CH2:25]1. Procedure details: A mixture of 5 (0.422 g, 1 mmol) and cyclopropylamine (0.694 mL, 10 mmol) in THF (10 mL) was stirred at room temperature for 18 days (with the addition of 0.694 mL of fresh cyclopropylamine on the 9th day). Volatile materials were removed by evaporation and the residue was treated with NH3/MeOH (15 mL, sat. at 0° C.) at room temperature for 18 h. The reaction mixture was again evaporated and the residue was chromatographed on a silica column (2×15 cm, eluted successively with CHCl3, 4%, 8% MeOH/... Starting materials: C(C)(C)C1=C(C(=CC(=C1)C(C)C)C(C)C)S(=O)(=O)NN=C(CC(OC)N(C)C)C1=CC=CC=C1 (β-dimethylamino-3-methoxypropiophenone 2,4,6-triisopropylbenzenesulphonylhydrazone), solid, C(C1=CC=CC=C1)=O (benzaldehyde). Yields the product C1(CCCCC1)C(C(=CCN(C)C)C1=CC=CC=C1)O (1-cyclohexyl-4-dimethylamino-2-phenyl-2-buten-1-ol). As a reaction SMILES: C(C1C=C(C(C)C)C=C(C(C)C)C=1S(NN=[C:21]([C:29]1[CH:34]=[CH:33][CH:32]=[CH:31][CH:30]=1)[CH2:22][CH:23]([N:26]([CH3:28])[CH3:27])OC)(=O)=O)(C)C.[CH:35](=[O:42])[C:36]1[CH:41]=[CH:40][CH:39]=[CH:38][CH:37]=1>>[CH:36]1([CH:35]([OH:42])[C:21]([C:29]2[CH:30]=[CH:31][CH:32]=[CH:33][CH:34]=2)=[CH:22][CH2:23][N:26]([CH3:27])[CH3:28])[CH2:41][CH2:40][CH2:39][CH2:38][CH2:37]1. Procedure details: By using a method similar to that described in Example 22, but starting from β-dimethylamino-3-methoxypropiophenone 2,4,6-triisopropylbenzenesulphonylhydrazone (21.7 g) and from benzaldehyde (5.4 cc), 4-dimethylamino-2-(3-methoxyphenyl)-1-phenyl-2-buten-1-ol (Z) hydrochloride (11.9 g) is obtained in the form of a white solid melting at 166° C. after recrystallisation from isopropanol (100 cc). Reactants: NC=1SC=CN1 (2-Aminothiazole), FC(C(=O)N1CC2=CC(=CC=C2CC1)S(=O)(=O)Cl)(F)F (2-(2,2,2-Trifluoro-acetyl)-1,2,3,4-tetrahydro-isoquinoline-7-sulfonyl chloride), CC#N (CH3CN). Solvent: N1=CC=CC=C1 (pyridine). Reaction conditions: temperature 60 celsius, time 1 hour. Yields the product S1C(=NC=C1)NS(=O)(=O)C1=CC=C2CCN(CC2=C1)C(C(F)(F)F)=O (2-(2,2,2-Trifluoro-acetyl)-1,2,3,4-tetrahydro-isoquinoline-7-sulfonic acid thiazol-2-ylamide). Yield: 0.1%. As a reaction SMILES: [F:1][C:2]([F:20])([F:19])[C:3]([N:5]1[CH2:14][CH2:13][C:12]2[C:7](=[CH:8][C:9]([S:15](Cl)(=[O:17])=[O:16])=[CH:10][CH:11]=2)[CH2:6]1)=[O:4].[NH2:21][C:22]1[S:23][CH:24]=[CH:25][N:26]=1.CC#N>N1C=CC=CC=1>[S:23]1[CH:24]=[CH:25][N:26]=[C:22]1[NH:21][S:15]([C:9]1[CH:8]=[C:7]2[C:12]([CH2:13][CH2:14][N:5]([C:3](=[O:4])[C:2]([F:20])([F:19])[F:1])[CH2:6]2)=[CH:11][CH:10]=1)(=[O:17])=[O:16]. Procedure details: 2-(2,2,2-Trifluoro-acetyl)-1,2,3,4-tetrahydro-isoquinoline-7-sulfonyl chloride (8.4 g, 0.03 mol) was dissolved in pyridine (10 mL) and heated to 60° C. 2-Aminothiazole (2.5 g, 0.03 mol) was added slowly and the reaction mixture was stirred at 60° C. for 1 hour. Complete conversion to product was observed by LC/MS (10-99% CH3CN). The crude reaction mixture was then purified via column chromatography using 5% MeOH/CH2Cl2 to obtain the sulfonamide (7.0 g, 0.018 mmol, 70% yield). LC/MS (10-99% CH3CN...